Dataset: the Open Reaction Database (ORD), a public repository of structured organic reaction records. Task: describe an organic reaction: reactants, conditions, products, and yield The reactants are [Cl-].[NH4+] (ammonium chloride), COC1=C(CN)C=CC=C1OC (2,3-Dimethoxybenzylamine), C([O-])([O-])=O.[K+].[K+] (potassium-carbonate), FC=1C=C(C=CC1[N+](=O)[O-])C (3-fluoro-4-nitrotoluene). The reagents and catalysts are [Fe] (iron). Solvent: O (water), CCOCC (ether), CN1C(CCC1)=O (1-methyl-2-pyrrolidinone), C(C)O (ethanol). Reaction conditions: temperature 120 celsius, time 4 hour. Product: COC1=C(CNC2=C(N)C=CC(=C2)C)C=CC(=C1)OC (2-(2,4-dimethoxybenzylamino)-4-methylaniline). Isolated yield 67.1%. As a reaction SMILES: [CH3:1][O:2][C:3]1[C:10](OC)=[CH:9][CH:8]=[CH:7][C:4]=1[CH2:5][NH2:6].[C:13](=[O:16])([O-])[O-].[K+].[K+].F[C:20]1[CH:21]=[C:22]([CH3:29])[CH:23]=[CH:24][C:25]=1[N+:26]([O-])=O.[Cl-].[NH4+]>CN1CCCC1=O.C(O)C.[Fe].O.CCOCC>[CH3:1][O:2][C:3]1[CH:10]=[C:9]([O:16][CH3:13])[CH:8]=[CH:7][C:4]=1[CH2:5][NH:6][C:20]1[CH:21]=[C:22]([CH3:29])[CH:23]=[CH:24][C:25]=1[NH2:26] |f:1.2.3,5.6|. Procedure: 2,3-Dimethoxybenzylamine (1.05 g) and potassium-carbonate (1.52 g) were added to a solution of 3-fluoro-4-nitrotoluene (0.832 g) in 1-methyl-2-pyrrolidinone (5.0 ml), and the mixture was stirred at 120° C. for 4 hours. Then, ether was added to the reaction mixture. The organic layer was washed with water and brine, dried over anhydrous magnesium sulfate and filtered. The filtrate was concentrated in vacuo to give a yellow oil. The yellow oil was dissolved in ethanol (100 ml), and to the solution... Starting materials: COC(=O)C1C(N(CCC1=O)N1CCCCC1)=O (2,4-dioxo-[1,1′]bipiperidinyl-3-carboxylic acid methyl ester). Run in C(C)(=O)O (acetic acid). Reaction SMILES: COC([CH:5]1[C:10](=[O:11])[CH2:9][CH2:8][N:7]([N:12]2[CH2:17][CH2:16][CH2:15][CH2:14][CH2:13]2)[C:6]1=[O:18])=O>C(O)(=O)C>[N:7]1([N:12]2[CH2:17][CH2:16][CH2:15][CH2:14][CH2:13]2)[CH2:8][CH2:9][C:10](=[O:11])[CH2:5][C:6]1=[O:18]. Yield: 36.0%. Procedure: The ethyl ester product from step 3 was dissolved in 10% acetic acid (250 ml) and the solution boiled under reflux for one hour. The cooled reaction mixture was evaporated, and the residue purified by flash chromatography (CH2Cl2: acetone 9:1-1:1) to give 4.00 g (36%) of the title compound as a semi-solid. Product: N1(C(CC(CC1)=O)=O)N1CCCCC1 ([1,1′]Bipiperidinyl-2,4-dione). Reactants: [Br-], ClCc1ccccc1, CCCC[N+](CCCC)(CCCC)CCCC, Cc1ccccc1, CC=C(C)C#N. Product: C=CC(C)(C#N)Cc1ccccc1. Reaction SMILES: [Br-:15].[CH2:1]([c:2]1[cH:3][cH:4][cH:5][cH:6][cH:7]1)[Cl:8].[CH3:16][CH2:17][CH2:18][CH2:19][N+:20]([CH2:21][CH2:22][CH2:23][CH3:24])([CH2:25][CH2:26][CH2:27][CH3:28])[CH2:29][CH2:30][CH2:31][CH3:32].[CH3:33][c:34]1[cH:35][cH:36][cH:37][cH:38][cH:39]1.[CH3:9][C:10]([C:11]#[N:12])=[CH:13][CH3:14]>>[CH2:1]([c:2]1[cH:3][cH:4][cH:5][cH:6][cH:7]1)[C:10]([CH3:9])([C:11]#[N:12])[CH:13]=[CH2:14]. Starting materials: [C]=O (carbon monoxide), C(CC(=O)OCCCCCC)(=O)OCCCCCC (di-n-hexyl malonate), C=C=O (ketene), N(=O)OCCCCCC (n-hexyl nitrite). The product is C(C(=O)OCCCCCC)(=O)OCCCCCC (di-n-hexyl oxalate). RXN SMILES: [C]=O.C=C=[O:5].N([O:8][CH2:9][CH2:10][CH2:11][CH2:12][CH2:13][CH3:14])=O.C(OCCCCCC)(=O)[CH2:16][C:17]([O:19][CH2:20][CH2:21][CH2:22][CH2:23][CH2:24][CH3:25])=[O:18]>>[C:17]([O:19][CH2:20][CH2:21][CH2:22][CH2:23][CH2:24][CH3:25])(=[O:18])[C:16]([O:8][CH2:9][CH2:10][CH2:11][CH2:12][CH2:13][CH3:14])=[O:5] |^3:0|. Procedure: Using the same reaction tube and catalyst as in Example 1, a gaseous mixture consisting of carbon monoxide, ketene, n-hexyl nitrite and nitrogen (55:0.8:6.7:37.5, volume ratio) was introduced into the reaction tube at a rate of 39.6 l./hr. and the reaction was conducted at a temperature of 120° C. under ordinary pressure. After reaction, the reaction product was analyzed by gas chromatography. As the result, it was found that di-n-hexyl malonate was produced at a rate of 24 g/l·(catalyst)·hr. an...